Dataset: the Open Reaction Database (ORD), a public repository of structured organic reaction records. Task: describe an organic reaction: reactants, conditions, products, and yield Reactants: CCOC(=O)C(Cc1ccc(OC(C)(C)C)cc1)C(O)c1cccc(Cl)c1, CO, [Na+], [OH-]. Product: CC(C)(C)Oc1ccc(CC(C(=O)O)C(O)c2cccc(Cl)c2)cc1. RXN SMILES: [C:1]([CH3:2])([CH3:3])([CH3:4])[O:5][c:6]1[cH:7][cH:8][c:9]([CH2:10][CH:11]([C:12](=[O:13])[O:14][CH2:15][CH3:16])[CH:17]([OH:18])[c:19]2[cH:20][c:21]([Cl:25])[cH:22][cH:23][cH:24]2)[cH:26][cH:27]1.[CH3:30][OH:31].[Na+:29].[OH-:28]>>[C:1]([CH3:2])([CH3:3])([CH3:4])[O:5][c:6]1[cH:7][cH:8][c:9]([CH2:10][CH:11]([C:12](=[O:13])[OH:14])[CH:17]([OH:18])[c:19]2[cH:20][c:21]([Cl:25])[cH:22][cH:23][cH:24]2)[cH:26][cH:27]1. The reactants are C(C1=CC=CC=C1)N=[N+]=[N-] (Benzyl azide), C(#C)C1=CC=C(C=O)C=C1 (4-ethynylbenzaldehyde). The reagents and catalysts are C[C-]1C(=C(C(=C1C)C)C)C.C1=CC=C(C=C1)P(C2=CC=CC=C2)C3=CC=CC=C3.C1=CC=C(C=C1)P(C2=CC=CC=C2)C3=CC=CC=C3.Cl[Ru+] (Cp*RuCl(PPh3)2). Run in C1=CC=CC=C1 (benzene). The product is C(C1=CC=CC=C1)N1N=NC=C1C1=CC=C(C=O)C=C1 (4-(1-benzyl-1H-1,2,3-triazol-5-yl)benzaldehyde). Reaction SMILES: [CH2:1]([N:8]=[N+:9]=[N-:10])[C:2]1[CH:7]=[CH:6][CH:5]=[CH:4][CH:3]=1.[C:11]([C:13]1[CH:20]=[CH:19][C:16]([CH:17]=[O:18])=[CH:15][CH:14]=1)#[CH:12]>C[C-]1C(C)=C(C)C(C)=C1C.C1C=CC(P(C2C=CC=CC=2)C2C=CC=CC=2)=CC=1.C1C=CC(P(C2C=CC=CC=2)C2C=CC=CC=2)=CC=1.Cl[Ru+].C1C=CC=CC=1>[CH2:1]([N:8]1[C:11]([C:13]2[CH:20]=[CH:19][C:16]([CH:17]=[O:18])=[CH:15][CH:14]=2)=[CH:12][N:10]=[N:9]1)[C:2]1[CH:7]=[CH:6][CH:5]=[CH:4][CH:3]=1 |f:2.3.4.5|. Procedure details: Benzyl azide (0.200 g, 1.50 mmol), 4-ethynylbenzaldehyde (0.200 g, 1.54 mmol), Cp*RuCl(PPh3)2 (25 mg, 0.031 mmol). Solvent, benzene; reaction temperature, 80° C.; reaction time, 2 hours; yield, 0.32 g (81%). EI-MS: m/z 264 [M+1].